From a dataset of the Open Reaction Database (ORD), a public repository of structured organic reaction records. describe an organic reaction: reactants, conditions, products, and yield Reactants: O=C(CBr)c1ccc(F)cc1, CN(C)C=O, CCOC(C)=O, [H-], [Na+], N#Cc1ccccc1-c1ccc(Cn2c(=O)[nH]c(=O)c3cc(CC(F)(F)F)sc32)cc1. Yields the product N#Cc1ccccc1-c1ccc(Cn2c(=O)n(CC(=O)c3ccc(F)cc3)c(=O)c3cc(CC(F)(F)F)sc32)cc1. Reaction SMILES: [Br:32][CH2:33][C:34](=[O:35])[c:36]1[cH:37][cH:38][c:39]([F:42])[cH:40][cH:41]1.[CH3:43][N:44]([CH3:45])[CH:46]=[O:47].[CH3:50][CH2:51][O:52][C:53](=[O:54])[CH3:55].[H-:48].[Na+:49].[O:1]=[c:2]1[nH:3][c:4](=[O:31])[c:5]2[c:6]([n:7]1[CH2:8][c:9]1[cH:10][cH:11][c:12](-[c:15]3[c:16]([C:21]#[N:22])[cH:17][cH:18][cH:19][cH:20]3)[cH:13][cH:14]1)[s:23][c:24]([CH2:26][C:27]([F:28])([F:29])[F:30])[cH:25]2>>[O:1]=[c:2]1[n:3]([CH2:33][C:34](=[O:35])[c:36]2[cH:37][cH:38][c:39]([F:42])[cH:40][cH:41]2)[c:4](=[O:31])[c:5]2[c:6]([n:7]1[CH2:8][c:9]1[cH:10][cH:11][c:12](-[c:15]3[c:16]([C:21]#[N:22])[cH:17][cH:18][cH:19][cH:20]3)[cH:13][cH:14]1)[s:23][c:24]([CH2:26][C:27]([F:28])([F:29])[F:30])[cH:25]2.